The task is: describe an organic reaction: reactants, conditions, products, and yield. This data is from the Open Reaction Database (ORD), a public repository of structured organic reaction records. The reactants are [H-].[Na+] (Sodium hydride), BrC=1C=NNC1 (4-bromo-1H-pyrazole), BrCCF (1-bromo-2-fluoroethane). Run in CN(C)C=O (DMF), CN(C)C=O (DMF). Conditions: time 15 minute. Yields the product BrC=1C=NN(C1)CCF (4-bromo-1-(2-fluoroethyl)-1H-pyrazole). Reaction SMILES: [H-].[Na+].[Br:3][C:4]1[CH:5]=[N:6][NH:7][CH:8]=1.Br[CH2:10][CH2:11][F:12]>CN(C=O)C>[Br:3][C:4]1[CH:5]=[N:6][N:7]([CH2:10][CH2:11][F:12])[CH:8]=1 |f:0.1|. Reported procedure: Sodium hydride (24.22 mg, 0.606 mmol, 60% suspension in mineral oil) was added to a solution of 4-bromo-1H-pyrazole (89 mg, 0.606 mmol) in DMF (3028 μl) at RT. After 15 min, 1-bromo-2-fluoroethane (100 mg, 0.787 mmol) was added to the mixture. After 30 min, the mixture was diluted with DMF and purified by HPLC, followed by neutralization (K2CO3), to afford the title compound as a colorless oil. Starting materials: O=C([O-])[O-], C1CCNCC1, CC#N, O=C1CCc2cc([N+](=O)[O-])ccc2N1CCCCl, ClCCl, [I-], [K+], [K+], [K+], O. The product is O=C1CCc2cc([N+](=O)[O-])ccc2N1CCCN1CCCCC1. As a reaction SMILES: [C:27](=[O:28])([O-:29])[O-:30].[CH2:19]1[CH2:20][CH2:21][NH:22][CH2:23][CH2:24]1.[CH3:37][C:38]#[N:39].[Cl:1][CH2:2][CH2:3][CH2:4][N:5]1[C:6](=[O:18])[CH2:7][CH2:8][c:9]2[cH:10][c:11]([N+:15](=[O:16])[O-:17])[cH:12][cH:13][c:14]21.[Cl:34][CH2:35][Cl:36].[I-:26].[K+:25].[K+:31].[K+:32].[OH2:33]>>[CH2:2]([CH2:3][CH2:4][N:5]1[C:6](=[O:18])[CH2:7][CH2:8][c:9]2[cH:10][c:11]([N+:15](=[O:16])[O-:17])[cH:12][cH:13][c:14]21)[N:22]1[CH2:21][CH2:20][CH2:19][CH2:24][CH2:23]1.